Task: describe an organic reaction: reactants, conditions, products, and yield. Dataset: the Open Reaction Database (ORD), a public repository of structured organic reaction records Reactants: O=C([O-])[O-], CC(=O)OCCCCBr, CS(C)=O, [K+], [K+], O, O=C1Nc2ccc(O)cc2CO1. The product is CC(=O)OCCCCOc1ccc2c(c1)COC(=O)N2. As a reaction SMILES: [C:13](=[O:14])([O-:15])[O-:16].[C:19]([CH3:20])(=[O:21])[O:22][CH2:23][CH2:24][CH2:25][CH2:26][Br:27].[CH3:29][S:30]([CH3:31])=[O:32].[K+:17].[K+:18].[OH2:28].[OH:1][c:2]1[cH:3][cH:4][c:5]2[c:6]([cH:12]1)[CH2:7][O:8][C:9](=[O:11])[NH:10]2>>[O:1]([c:2]1[cH:3][cH:4][c:5]2[c:6]([cH:12]1)[CH2:7][O:8][C:9](=[O:11])[NH:10]2)[CH2:26][CH2:25][CH2:24][CH2:23][O:22][C:19]([CH3:20])=[O:21]. The reactants are C(C)(C)(C)OC(NCC1CCN(CC1)C1=NC=C(C=C1N)S(=O)(=O)C)=O ((3′-amino-5′-methanesulfonyl-3,4,5,6-tetrahydro-2H-[1,2′]bipyridinyl-4-ylmethyl)-carbamic acid tert-butyl ester), C(C)(C)N(C(C)C)CC (N,N-diisopropylethylamine), ClC=1C=C(C(=O)Cl)C=CC1 (3-chlorobenzoyl chloride), C(C)(C)N(C(C)C)CC (N,N-diisopropylethylamine), ClC=1C=C(C(=O)Cl)C=CC1 (3-chlorobenzoyl chloride). Solvent: C(C)(=O)OCC (ethyl acetate), C(Cl)Cl (methylene chloride). Run at temperature 0 celsius, time 15 minute. Yields the product C(C)(C)(C)OC(NCC1CCN(CC1)C1=NC=C(C=C1NC(C1=CC(=CC=C1)Cl)=O)S(=O)(=O)C)=O ([3′-(3-chloro-benzoylamino)-5′-methanesulfonyl-3,4,5,6-tetrahydro-2H-[1,2′]bipyridinyl-4-ylmethyl]-carbamic acid tert-butyl ester). Yield: 45.6%. RXN SMILES: [C:1]([O:5][C:6](=[O:26])[NH:7][CH2:8][CH:9]1[CH2:14][CH2:13][N:12]([C:15]2[C:20]([NH2:21])=[CH:19][C:18]([S:22]([CH3:25])(=[O:24])=[O:23])=[CH:17][N:16]=2)[CH2:11][CH2:10]1)([CH3:4])([CH3:3])[CH3:2].C(N(CC)C(C)C)(C)C.[Cl:36][C:37]1[CH:38]=[C:39]([CH:43]=[CH:44][CH:45]=1)[C:40](Cl)=[O:41]>C(Cl)Cl.C(OCC)(=O)C>[C:1]([O:5][C:6](=[O:26])[NH:7][CH2:8][CH:9]1[CH2:10][CH2:11][N:12]([C:15]2[C:20]([NH:21][C:40](=[O:41])[C:39]3[CH:43]=[CH:44][CH:45]=[C:37]([Cl:36])[CH:38]=3)=[CH:19][C:18]([S:22]([CH3:25])(=[O:24])=[O:23])=[CH:17][N:16]=2)[CH2:13][CH2:14]1)([CH3:4])([CH3:3])[CH3:2]. Procedure: To a solution of 0.300 g (0.780 mmol) of (3′-amino-5′-methanesulfonyl-3,4,5,6-tetrahydro-2H-[1,2′]bipyridinyl-4-ylmethyl)-carbamic acid tert-butyl ester in methylene chloride (3 mL) under argon, cooled to 0° C., is added 0.136 mL (0.780 mmol) of N,N-diisopropylethylamine followed by 0.110 mL (0.858 mmol) of 3-chlorobenzoyl chloride. The mixture is stirred at 0° C. for 15 min then warmed to room temperature and stirred for 2 days during which time the solvent evaporates. The residue is dissolved ... The reactants are C(C=C)N1C(=C(C2=CC=C(C=C12)OCC1=NC2=CC=CC=C2C=C1)CC1=CC=C(C=C1)Cl)CC(C(=O)OC)(C)C (methyl 3-[N-allyl-3-(4-chlorobenzyl)-6-(quinolin-2-ylmethoxy)indol-2-yl]-2,2-dimethylpropanoate). The reagents and catalysts are [Pd] (Pd on charcoal). Solvent: CCOC(=O)C (EtOAc). The product is methyl ester, C(CC)N1C(=C(C2=CC=C(C=C12)OCC1=NC2=CC=CC=C2C=C1)CC1=CC=C(C=C1)Cl)CC(C(=O)O)(C)C (3-[N-(n-Propyl)-3-(4-chlorobenzyl)-6-(quinoline-2-ylmethoxy)indol-2-yl]-2,2-dimethylpropanoic acid). As a reaction SMILES: [CH2:1]([N:4]1[C:12]2[C:7](=[CH:8][CH:9]=[C:10]([O:13][CH2:14][C:15]3[CH:24]=[CH:23][C:22]4[C:17](=[CH:18][CH:19]=[CH:20][CH:21]=4)[N:16]=3)[CH:11]=2)[C:6]([CH2:25][C:26]2[CH:31]=[CH:30][C:29]([Cl:32])=[CH:28][CH:27]=2)=[C:5]1[CH2:33][C:34]([CH3:40])([CH3:39])[C:35]([O:37]C)=[O:36])[CH:2]=[CH2:3]>CCOC(C)=O.[Pd]>[CH2:1]([N:4]1[C:12]2[C:7](=[CH:8][CH:9]=[C:10]([O:13][CH2:14][C:15]3[CH:24]=[CH:23][C:22]4[C:17](=[CH:18][CH:19]=[CH:20][CH:21]=4)[N:16]=3)[CH:11]=2)[C:6]([CH2:25][C:26]2[CH:27]=[CH:28][C:29]([Cl:32])=[CH:30][CH:31]=2)=[C:5]1[CH2:33][C:34]([CH3:39])([CH3:40])[C:35]([OH:37])=[O:36])[CH2:2][CH3:3]. Procedure details: A solution of methyl 3-[N-allyl-3-(4-chlorobenzyl)-6-(quinolin-2-ylmethoxy)indol-2-yl]-2,2-dimethylpropanoate (Example 42, methyl ester) (190 mg) was hydrogenated in EtOAc (4 mL) in the presence of 5% Pd on charcoal at atmospheric pressure for 1 hour. Filtration on Celite pad and evaporation of liquors afforded the methyl ester of the title product. Hydrolysis of this ester under the conditions described in Step B of Example 1 provided the title compound. Reactants: ClCC1=CC=C(C=C1)C=1C(=NC=CN1)NS(=O)(=O)C1=C(C=CC=C1)C(F)(F)F (N-{3-[4-(chloromethyl)phenyl]pyrazin-2-yl}-2-(trifluoromethyl)benzenesulfonamide), ClCC1=CC=C(C=C1)C=1C(=NC=CN1)NS(=O)(=O)C1=C(C=CC=C1)C(F)(F)F (N-{3-[4-(chloromethyl)phenyl]pyrazin-2-yl}-2-(trifluoromethyl)benzenesulfonamide), FC=1C=C(NC)C=CC1 (3-Fluoro-N-methylaniline). The product is FC=1C=C(C=CC1)N(C)CC1=CC=C(C=C1)C=1C(=NC=CN1)NS(=O)(=O)C1=C(C=CC=C1)C(F)(F)F (N-[3-(4-{[(3-Fluoro-phenyl)-methyl-amino]-methyl}-phenyl)-pyrazin-2-yl]-2-trifluoromethyl-benzenesulfonamide). The yield is 69.0%. RXN SMILES: Cl[CH2:2][C:3]1[CH:8]=[CH:7][C:6]([C:9]2[C:10]([NH:15][S:16]([C:19]3[CH:24]=[CH:23][CH:22]=[CH:21][C:20]=3[C:25]([F:28])([F:27])[F:26])(=[O:18])=[O:17])=[N:11][CH:12]=[CH:13][N:14]=2)=[CH:5][CH:4]=1.[F:29][C:30]1[CH:31]=[C:32]([CH:35]=[CH:36][CH:37]=1)[NH:33][CH3:34]>>[F:29][C:30]1[CH:31]=[C:32]([N:33]([CH2:2][C:3]2[CH:8]=[CH:7][C:6]([C:9]3[C:10]([NH:15][S:16]([C:19]4[CH:24]=[CH:23][CH:22]=[CH:21][C:20]=4[C:25]([F:28])([F:27])[F:26])(=[O:18])=[O:17])=[N:11][CH:12]=[CH:13][N:14]=3)=[CH:5][CH:4]=2)[CH3:34])[CH:35]=[CH:36][CH:37]=1. Procedure: Following the general method as outlined in Example 1 (Method B), starting from N-{3-[4-(chloromethyl)phenyl]pyrazin-2-yl}-2-(trifluoromethyl)benzenesulfonamide (Intermediate 9), and 3-Fluoro-N-methylaniline, the title compound was isolated as a yellow solid in 69% yield (92% purity by HPLC). Starting materials: CC(=O)Cl, Nc1n[nH]c2ccc(NS(=O)(=O)c3cc(F)cc(F)c3)cc12, c1ccncc1. Yields the product CC(=O)Nc1n[nH]c2ccc(NS(=O)(=O)c3cc(F)cc(F)c3)cc12. As a reaction SMILES: [CH3:23][C:24]([Cl:25])=[O:26].[NH2:1][c:2]1[n:3][nH:4][c:5]2[cH:6][cH:7][c:8]([NH:11][S:12](=[O:13])(=[O:14])[c:15]3[cH:16][c:17]([F:22])[cH:18][c:19]([F:21])[cH:20]3)[cH:9][c:10]12.[cH:27]1[cH:28][cH:29][n:30][cH:31][cH:32]1>>[NH:1]([c:2]1[n:3][nH:4][c:5]2[cH:6][cH:7][c:8]([NH:11][S:12](=[O:13])(=[O:14])[c:15]3[cH:16][c:17]([F:22])[cH:18][c:19]([F:21])[cH:20]3)[cH:9][c:10]12)[C:24]([CH3:23])=[O:26]. Starting materials: C(C1=CC=CC=C1)(=O)O[C@H]1[C@@H](O[C@@H]([C@H]1OC(C1=CC=CC=C1)=O)COC(C1=CC=CC=C1)=O)N1C2=NC(=NC(=C2N=C1)Cl)Cl (9-(2,3,5-Tri-O-benzoyl-β-D-ribofuranosyl)-2,6-dichloro-9H-purine), Cl.C1(=CC=CC=C1)CCON (O-(2-phenylethyl)hydroxylamine hydrochloride), C(C)(C)N(CC)C(C)C (diisopropylethylamine). The solvent is O1CCOCC1 (1,4-dioxan), ClCCl (dichloromethane). Product: C(C1=CC=CC=C1)(=O)O[C@H]1[C@@H](O[C@@H]([C@H]1OC(C1=CC=CC=C1)=O)COC(C1=CC=CC=C1)=O)N1C=NC=2C(NOCCC3=CC=CC=C3)=NC(=NC12)Cl (2', 3', 5'-Tri-O-benzoyl-2-chloro-N-(2-phenylethoxy)adenosine). Yield: 65.6%. Reaction SMILES: [C:1]([O:9][C@@H:10]1[C@H:14]([O:15][C:16](=[O:23])[C:17]2[CH:22]=[CH:21][CH:20]=[CH:19][CH:18]=2)[C@@H:13]([CH2:24][O:25][C:26](=[O:33])[C:27]2[CH:32]=[CH:31][CH:30]=[CH:29][CH:28]=2)[O:12][C@H:11]1[N:34]1[CH:42]=[N:41][C:40]2[C:35]1=[N:36][C:37]([Cl:44])=[N:38][C:39]=2Cl)(=[O:8])[C:2]1[CH:7]=[CH:6][CH:5]=[CH:4][CH:3]=1.Cl.[C:46]1([CH2:52][CH2:53][O:54][NH2:55])[CH:51]=[CH:50][CH:49]=[CH:48][CH:47]=1.C(N(C(C)C)CC)(C)C>O1CCOCC1.ClCCl>[C:1]([O:9][C@@H:10]1[C@H:14]([O:15][C:16](=[O:23])[C:17]2[CH:22]=[CH:21][CH:20]=[CH:19][CH:18]=2)[C@@H:13]([CH2:24][O:25][C:26](=[O:33])[C:27]2[CH:32]=[CH:31][CH:30]=[CH:29][CH:28]=2)[O:12][C@H:11]1[N:34]1[C:35]2[N:36]=[C:37]([Cl:44])[N:38]=[C:39]([NH:55][O:54][CH2:53][CH2:52][C:46]3[CH:51]=[CH:50][CH:49]=[CH:48][CH:47]=3)[C:40]=2[N:41]=[CH:42]1)(=[O:8])[C:2]1[CH:7]=[CH:6][CH:5]=[CH:4][CH:3]=1 |f:1.2|. Procedure details: 9-(2,3,5-Tri-O-benzoyl-β-D-ribofuranosyl)-2,6-dichloro-9H-purine (2.0 g, 3.2 mmol), O-(2-phenylethyl)hydroxylamine hydrochloride (0.70 g, 4.0 mmol) and diisopropylethylamine (0.95 g, 7.4 mmol) were dissolved in 1,4-dioxan (40 ml) and heated at reflux for 3 days. After cooling the reaction mixture was diluted with dichloromethane (50 ml) and washed with water (2×30 ml). The organic phase was dried (MgSO4). Flash chromatography on a silica gel column, eluting with heptane/ethyl acetate (1/1) gave ... Starting materials: COc1nc2c(cc1N)C(C)CN(C(=O)C(F)(F)F)CC2, CC#N, O=C1CCC(=O)N1Cl. Yields the product COc1nc2c(c(Cl)c1N)C(C)CN(C(=O)C(F)(F)F)CC2. RXN SMILES: [CH3:1][O:2][c:3]1[c:4]([NH2:21])[cH:5][c:6]2[c:7]([n:20]1)[CH2:8][CH2:9][N:10]([C:14]([C:15]([F:16])([F:17])[F:18])=[O:19])[CH2:11][CH:12]2[CH3:13].[CH3:30][C:31]#[N:32].[Cl:22][N:23]1[C:24](=[O:25])[CH2:26][CH2:27][C:28]1=[O:29]>>[CH3:1][O:2][c:3]1[c:4]([NH2:21])[c:5]([Cl:22])[c:6]2[c:7]([n:20]1)[CH2:8][CH2:9][N:10]([C:14]([C:15]([F:16])([F:17])[F:18])=[O:19])[CH2:11][CH:12]2[CH3:13]. Starting materials: COC=1C=CC=2CC3=CC=CC=C3NC2C1 (3-methoxyacridan), C(C)(C)(C)P(C(C)(C)C)C(C)(C)C (tri-t-butylphosphine), CC(C)([O-])C.[Na+] (sodium t-butoxide), BrC1=CC=CC=C1 (bromobenzene). The reagents and catalysts are CC(=O)[O-].CC(=O)[O-].[Pd+2] (Pd(OAc)2). Solvent: C(Cl)Cl (CH2Cl2), C1(=CC=CC=C1)C (toluene). Conditions: time 18 hour. The product is C1(=CC=CC=C1)N1C=2C=C(C=CC2CC2=CC=CC=C12)OC (N-phenyl-3-methoxyacridan). Isolated yield 83.2%. Reaction SMILES: [CH3:1][O:2][C:3]1[CH:4]=[CH:5][C:6]2[CH2:7][C:8]3[C:13]([NH:14][C:15]=2[CH:16]=1)=[CH:12][CH:11]=[CH:10][CH:9]=3.C(P(C(C)(C)C)C(C)(C)C)(C)(C)C.CC(C)([O-])C.[Na+].Br[C:37]1[CH:42]=[CH:41][CH:40]=[CH:39][CH:38]=1>C1(C)C=CC=CC=1.CC([O-])=O.CC([O-])=O.[Pd+2].C(Cl)Cl>[C:37]1([N:14]2[C:13]3[C:8](=[CH:9][CH:10]=[CH:11][CH:12]=3)[CH2:7][C:6]3[CH:5]=[CH:4][C:3]([O:2][CH3:1])=[CH:16][C:15]2=3)[CH:42]=[CH:41][CH:40]=[CH:39][CH:38]=1 |f:2.3,6.7.8|. Procedure: A mixture of 13.0 g of 3-methoxyacridan (57.7 mmol), 259 mg of Pd(OAc)2 (1.15 mmol), 187 g of tri-t-butylphosphine (0.92 mmol), 8.32 g of sodium t-butoxide (86.6 mmol), and 10.9 g of bromobenzene (69.2 mmol) in 100 mL of dry toluene was stirred under inert atmosphere at room temperature for 18 h. The reaction mixture was poured into a mixture of 300 mL of CH2Cl2 and 100 g of silica gel. The mixture was filtered, washed with an additional 500 mL of CH2Cl2, and the solids were discarded. The filtr... Starting materials: ClC1=NC=C(C(=N1)NC1=CC(=CC=C1)O)F (2-chloro-5-fluoro-N4-(3-hydroxyphenyl)-4-pyrimidineamine), O1C(COC2=C1C=CC=C2)CN (2,3-dihydro-1,4-benzodioxin-2-ylmethylamine). Yields the product O1C(COC2=C1C=CC=C2)CNC2=NC=C(C(=N2)NC2=CC(=CC=C2)O)F (N2-(2,3-dihydro-1,4-benzodioxin-2-ylmethyl)-5-fluoro-N4-(3-hydroxyphenyl)-2,4-pyrimidinediamine). RXN SMILES: Cl[C:2]1[N:7]=[C:6]([NH:8][C:9]2[CH:14]=[CH:13][CH:12]=[C:11]([OH:15])[CH:10]=2)[C:5]([F:16])=[CH:4][N:3]=1.[O:17]1[C:22]2[CH:23]=[CH:24][CH:25]=[CH:26][C:21]=2[O:20][CH2:19][CH:18]1[CH2:27][NH2:28]>>[O:17]1[C:22]2[CH:23]=[CH:24][CH:25]=[CH:26][C:21]=2[O:20][CH2:19][CH:18]1[CH2:27][NH:28][C:2]1[N:7]=[C:6]([NH:8][C:9]2[CH:14]=[CH:13][CH:12]=[C:11]([OH:15])[CH:10]=2)[C:5]([F:16])=[CH:4][N:3]=1. Reported procedure: In like manner to the preparation of N4-(3-aminophenyl)-N2-[2-(methoxycarbonyl)-benzofurane-5-yl]-5-fluoro-2,4-pyrimidinediamine, 2-chloro-5-fluoro-N4-(3-hydroxyphenyl)-4-pyrimidineamine and 2,3-dihydro-1,4-benzodioxin-2-ylmethylamine were reacted to give N2-(2,3-dihydro-1,4-benzodioxin-2-ylmethyl)-5-fluoro-N4-(3-hydroxyphenyl)-2,4-pyrimidinediamine. LCMS: ret. time: 19.26 min.; purity: 96.2%; MS (m/e): 369.08 (MH+).